From a dataset of the Open Reaction Database (ORD), a public repository of structured organic reaction records. describe an organic reaction: reactants, conditions, products, and yield Starting materials: ClC=1C=C(C=CC1)N1N=C(C=C1C1=CC(=CC(=C1)C)F)C(=O)O (1-(3-Chlorophenyl)-5-(3-fluoro-5-methylphenyl)-1H-pyrazole-3-carboxylic acid), C(C)(C)N(C(C)C)CC (N,N-diisopropylethylamine), ClC=1C=C(C=CC1)N1N=C(C=C1C1=CC(=CC=C1)OCCO)C(=O)N1CNC(C1)=O (1-({1-(3-Chlorophenyl)-5-[3-(2-hydroxyethoxy)phenyl]-1H-pyrazol-3-yl}carbonyl)imidazolidin-4-one). The solvent is C(=O)O (formic acid). The product is ClC=1C=C(C=CC1)N1N=C(C=C1C1=CC(=CC(=C1)C)F)C(=O)N1CNC(C1)=O (1-{[1-(3-Chlorophenyl)-5-(3-fluoro-5-methylphenyl)-1H-pyrazol-3-yl]carbonyl}imidazolidin-4-one). As a reaction SMILES: [Cl:1][C:2]1[CH:3]=[C:4]([N:8]2[C:12]([C:13]3[CH:18]=[C:17]([CH3:19])[CH:16]=[C:15]([F:20])[CH:14]=3)=[CH:11][C:10]([C:21](O)=[O:22])=[N:9]2)[CH:5]=[CH:6][CH:7]=1.C(N(CC)C(C)C)(C)C.ClC1C=C(N2C(C3C=CC=C(OCCO)C=3)=CC(C([N:57]3[CH2:61][C:60](=[O:62])[NH:59][CH2:58]3)=O)=N2)C=CC=1>C(O)=O>[Cl:1][C:2]1[CH:3]=[C:4]([N:8]2[C:12]([C:13]3[CH:18]=[C:17]([CH3:19])[CH:16]=[C:15]([F:20])[CH:14]=3)=[CH:11][C:10]([C:21]([N:57]3[CH2:61][C:60](=[O:62])[NH:59][CH2:58]3)=[O:22])=[N:9]2)[CH:5]=[CH:6][CH:7]=1. Reported procedure: The preparation of the title compound takes place starting from the compound of Example 107A using 3.2 equivalents of N,N-diisopropylethylamine and with the addition of 0.1% formic acid in the preparative HPLC in analogy to the synthesis of the compound of Example 23. 24 mg (19% of theory) of the title compound are obtained. The reactants are ClC1=C(C=CC(=C1)C(F)(F)F)OC1=CC=C(C=C1)OCC1=CC=CC=C1 (4-Benzyloxyphenyl 2-chloro-4-trifluoromethylphenyl ether), CO (methanol), [H][H] (hydrogen), [H][H] (hydrogen). The reagents and catalysts are [Pd] (palladium on charcoal). Run in C(C)(=O)OCC (ethyl acetate). Yields the product ClC1=C(OC2=CC=C(C=C2)O)C=CC(=C1)C(F)(F)F (4-(2-chloro-4-trifluoromethylphenoxy)phenol). The yield is 94.0%. RXN SMILES: [Cl:1][C:2]1[CH:7]=[C:6]([C:8]([F:11])([F:10])[F:9])[CH:5]=[CH:4][C:3]=1[O:12][C:13]1[CH:18]=[CH:17][C:16]([O:19]CC2C=CC=CC=2)=[CH:15][CH:14]=1.CO.[H][H]>[Pd].C(OCC)(=O)C>[Cl:1][C:2]1[CH:7]=[C:6]([C:8]([F:9])([F:11])[F:10])[CH:5]=[CH:4][C:3]=1[O:12][C:13]1[CH:14]=[CH:15][C:16]([OH:19])=[CH:17][CH:18]=1. Procedure: 4-Benzyloxyphenyl 2-chloro-4-trifluoromethylphenyl ether (25 g., 0.066 mole), purified by recrystallization from methanol, ethyl acetate (200 ml.) and 10% palladium on charcoal (1.0 g.) are charged to a 2-liter Paar hydrogenation bottle and shaken in a hydrogen atmosphere (40-45 psi) until hydrogen uptake ceases. The catalyst is then removed by filtration and the solvent and toluene are removed in vacuo to give 17.9 g. (94% yield) of 4-(2-chloro-4-trifluoromethylphenoxy)phenol, mp 55°-6° C.